From a dataset of the Open Reaction Database (ORD), a public repository of structured organic reaction records. describe an organic reaction: reactants, conditions, products, and yield Run in CCOCC (ether). The reactants are [Cl-].[NH4+] (ammonium chloride), C1(=CC=CC=C1)[Li] (Phenyllithium), [Cl-].COC[P+](C1=CC=CC=C1)(C1=CC=CC=C1)C1=CC=CC=C1 ((methoxymethyl) triphenylphosphonium chloride), N1=CC(=CC=C1)C=O (3-Pyridinecarboxaldehyde). As a reaction SMILES: C1([Li])C=CC=CC=1.[Cl-].[CH3:9][O:10][CH2:11][P+](C1C=CC=CC=1)(C1C=CC=CC=1)C1C=CC=CC=1.[N:31]1[CH:36]=[CH:35][CH:34]=[C:33]([CH:37]=O)[CH:32]=1.[Cl-].[NH4+]>CCOCC>[CH3:9][O:10][CH:11]=[CH:37][C:33]1[CH:32]=[N:31][CH:36]=[CH:35][CH:34]=1 |f:1.2,4.5|. Procedure: Phenyllithium (111 ml of 1.8M solution in ether) was added dropwise to a stirred suspension of (methoxymethyl) triphenylphosphonium chloride (68.6 g) in dry ether (600 ml) at -50° C. The mixture was stirred at -50° C. for 2 hours and then allowed to reach 0° C. over 30 minutes. 3-Pyridinecarboxaldehyde (10.70 g) was added dropwise with stirring, and the mixture was stirred at room temperature for 18 hours. Anexcess of ammonium chloride solution was then added and the layers were separated. The a... Isolated yield 65.3%. Product: COC=CC=1C=NC=CC1 (3-(2-EZ-methoxyethenyl)pyridine). Run at temperature -50 celsius, time 2 hour. Reactants: BrC1=C2C=CC=C3C(C4=C(C(C=C1)=C32)C=CC=C4)(C)C (3-bromo-7,7-dimethylbenzo[a]phenalene), [Mg] (magnesium). Reagents/catalysts: C=1C=CC(=CC1)[P](C=2C=CC=CC2)(C=3C=CC=CC3)[Pd]([P](C=4C=CC=CC4)(C=5C=CC=CC5)C=6C=CC=CC6)([P](C=7C=CC=CC7)(C=8C=CC=CC8)C=9C=CC=CC9)[P](C=1C=CC=CC1)(C=1C=CC=CC1)C=1C=CC=CC1 (tetrakis(triphenylphosphine)palladium). Run in C1CCOC1 (THF), C1CCOC1 (THF). Run at time 1 hour. Product: CC1(C2=C(C=3C=CC(=C4C=CC=C1C34)C3=C4C=CC=C1C(C5=C(C(C=C3)=C14)C=CC=C5)(C)C)C=CC=C2)C (3-(7,7-dimethylbenzo[a]phenalen-3-yl)7,7-dimethylbenzo[a]phenalene). The yield is 56.0%. RXN SMILES: [Mg].Br[C:3]1[CH:14]=[CH:13][C:12]2=[C:15]3[C:4]=1[CH:5]=[CH:6][CH:7]=[C:8]3[C:9]([CH3:21])([CH3:20])[C:10]1[CH:19]=[CH:18][CH:17]=[CH:16][C:11]=12>C1COCC1.C1C=CC([P]([Pd]([P](C2C=CC=CC=2)(C2C=CC=CC=2)C2C=CC=CC=2)([P](C2C=CC=CC=2)(C2C=CC=CC=2)C2C=CC=CC=2)[P](C2C=CC=CC=2)(C2C=CC=CC=2)C2C=CC=CC=2)(C2C=CC=CC=2)C2C=CC=CC=2)=CC=1>[CH3:21][C:9]1([CH3:20])[C:8]2[C:15]3[C:4]([CH:5]=[CH:6][CH:7]=2)=[C:3]([C:3]2[CH:14]=[CH:13][C:12]4=[C:15]5[C:4]=2[CH:5]=[CH:6][CH:7]=[C:8]5[C:9]([CH3:20])([CH3:21])[C:10]2[CH:19]=[CH:18][CH:17]=[CH:16][C:11]=24)[CH:14]=[CH:13][C:12]=3[C:11]2[CH:16]=[CH:17][CH:18]=[CH:19][C:10]1=2 |^1:30,32,51,70|. Reported procedure: After addition of magnesium powder (659 mg, 27.1 mmol) to 200 mL of THF in a nitrogen atmosphere, the mixture was refluxed at the boiling point and thereafter a solution of the 3-bromo-7,7-dimethylbenzo[a]phenalene (17.5 g, 54.2 mmol) in 800 mL of THF was added dropwise and the mixture was stirred for 1 hour. Then, tetrakis(triphenylphosphine)palladium (624 mg, 0.542 mmol) was added to the reaction solution and the mixture was refluxed at the boiling point for 2 hours to obtain 3-(7,7-dimethylbe... Solvent: O1CCCC1 (tetrahydrofuran), O1CCCC1 (tetrahydrofuran). Reaction conditions: temperature 60 celsius, time 2 hour. The reactants are SC=1SC(=C(N1)C)CC(=O)OCC (ethyl 2-mercapto-4-methyl-5-thiazole acetate), [H-].[Al+3].[Li+].[H-].[H-].[H-] (lithium aluminum hydride), Cl (hydrochloric acid), O (water). Procedure: To a solution of ethyl 2-mercapto-4-methyl-5-thiazole acetate (217 mg) in tetrahydrofuran (5.0 ml) was added lithium aluminum hydride (38 mg) at ice-cooling. After stirring at 60° C. for 2 hours, the mixture was poured into a mixture of tetrahydrofuran and water, and adjusted to pH 3.0 with 1N-hydrochloric acid. The separated organic layer was washed with saturated aqueous sodium chloride solution, dried over magnesium sulfate and evaporated under reduced pressure. The residue was subjected to c... Isolated yield 50.9%. Yields the product OCCC1=C(N=C(S1)S)C (5-(2-hydroxyethyl)-2-mercapto-4-methylthiazole). As a reaction SMILES: [SH:1][C:2]1[S:3][C:4]([CH2:8][C:9](OCC)=[O:10])=[C:5]([CH3:7])[N:6]=1.[H-].[Al+3].[Li+].[H-].[H-].[H-].O.Cl>O1CCCC1>[OH:10][CH2:9][CH2:8][C:4]1[S:3][C:2]([SH:1])=[N:6][C:5]=1[CH3:7] |f:1.2.3.4.5.6|. Reactants: C(C)(=O)OC1=C2CCCC2=CC(=C1)C (6-methyl-2,3-dihydro-1H-inden-4-yl acetate). Run in CCCCCC.C(C)(=O)OCC (hexane ethyl acetate). Yields the product CC=1C=C(C=2CCCC2C1)O (6-Methyl-4-indanol). Isolated yield 81.0%. RXN SMILES: C([O:4][C:5]1[CH:13]=[C:12]([CH3:14])[CH:11]=[C:10]2[C:6]=1[CH2:7][CH2:8][CH2:9]2)(=O)C>CCCCCC.C(OCC)(=O)C>[CH3:14][C:12]1[CH:13]=[C:5]([OH:4])[C:6]2[CH2:7][CH2:8][CH2:9][C:10]=2[CH:11]=1 |f:1.2|. Reported procedure: Using 6-methyl-2,3-dihydro-1H-inden-4-yl acetate synthesized in Reference Example 174, the title compound was synthesized in the same manner as in Reference Example 175. Yield 81%. Melting point: 82-83° C. (hexane-ethyl acetate). Starting materials: S(O)(O)(=O)=O (Sulfuric acid), C(C)OC(=O)C=1C(N(C(N(N1)C(C)C)=O)C1=CC=C(C=C1)F)=O (4-(4-fluorophenyl)-2-isopropyl-3,5-dioxo-2,3,4,5-tetrahydro-1,2,4-triazine-6-carboxylic acid ethyl ester), FC1=CC=C(C=C1)N1C(N(N=C(C1=O)C(=O)O)C(C)C)=O (4-(4-Fluorophenyl)-2-isopropyl-3,5-dioxo-2,3,4,5-tetrahydro[1,2,4]triazine-6-carboxylic acid), [Na+].[Cl-] (NaCl). Run in O (water). Conditions: temperature 40 celsius, time 8 hour. The product is O=C1NN=C(C(N1)=O)C(=O)O (3,5-dioxo-2,3,4,5-tetrahydro-[1,2,4]triazine-6-carboxylic acid). Isolated yield 100.0%. RXN SMILES: FC1C=CC([N:8]2[C:13](=[O:14])[C:12]([C:15]([OH:17])=[O:16])=[N:11][N:10](C(C)C)[C:9]2=[O:21])=CC=1.S(=O)(=O)(O)O.C(OC(C1C(=O)N(C2C=CC(F)=CC=2)C(=O)N(C(C)C)N=1)=O)C.[Na+].[Cl-]>O>[O:21]=[C:9]1[NH:8][C:13](=[O:14])[C:12]([C:15]([OH:17])=[O:16])=[N:11][NH:10]1 |f:3.4|. Reported procedure: 4-(4-Fluorophenyl)-2-isopropyl-3,5-dioxo-2,3,4,5-tetrahydro[1,2,4]triazine-6-carboxylic acid. Sulfuric acid (10 mL, 200 mmol) was carefully added to a mixture of 4-(4-fluorophenyl)-2-isopropyl-3,5-dioxo-2,3,4,5-tetrahydro-1,2,4-triazine-6-carboxylic acid ethyl ester (1100 mg, 3.4 mmol) and water (2 mL). The mixture became homogenous after a few minutes. The reaction mixture was stirred at 40° C. overnight, was cooled to rt and was carefully added to ice. The mixture was saturated with solid NaCl... The solvent is CCCCCC (hexane), O1CCCC1 (tetrahydrofuran), O1CCCC1 (tetrahydrofuran), O (water). The yield is 57.3%. Procedure: 200 g (0.665 mol) of 1-bromo-3-fluoro-4-iodobenzene were dissolved in 800 ml of tetrahydrofuran, and 440 ml (0.698 mmol) of a 15 percent solution of n-butyllithium in hexane were added dropwise at −70° C. After 30 minutes, a solution of 117 g (0.698 mol) of 4-pentylcyclohexanone in 200 ml of tetrahydrofuran was added, and the batch was left to stirr for 60 minutes, hydrolysed using water and acidified using conc. hydrochloric acid. The organic phase was separated off, washed with water and dried... The reactants are solution, C(CCC)[Li] (n-butyllithium), C(CCCC)C1CCC(CC1)=O (4-pentylcyclohexanone), Cl (hydrochloric acid), BrC1=CC(=C(C=C1)I)F (1-bromo-3-fluoro-4-iodobenzene). The product is BrC1=CC(=C(C=C1)C1=CCC(CC1)CCCCC)F (4-bromo-2-fluoro-1-(4-pentylcyclohex-1-enyl)benzene). Run at time 30 minute. Reaction SMILES: [Br:1][C:2]1[CH:7]=[CH:6][C:5](I)=[C:4]([F:9])[CH:3]=1.C([Li])CCC.[CH2:15]([CH:20]1[CH2:25][CH2:24][C:23](=O)[CH2:22][CH2:21]1)[CH2:16][CH2:17][CH2:18][CH3:19].Cl>O1CCCC1.CCCCCC.O>[Br:1][C:2]1[CH:7]=[CH:6][C:5]([C:23]2[CH2:24][CH2:25][CH:20]([CH2:15][CH2:16][CH2:17][CH2:18][CH3:19])[CH2:21][CH:22]=2)=[C:4]([F:9])[CH:3]=1.